From a dataset of the Open Reaction Database (ORD), a public repository of structured organic reaction records. describe an organic reaction: reactants, conditions, products, and yield Reactants: product, C(C)OC(=O)C=1N=CSC1CCNC([C@@H](N[C@@H](CC1=CNC2=CC=CC=C12)C(=O)O)CC1=CC=CC=C1)=O (4-ethoxycarbonyl-5-{2-[N-((1S)-1-carboxy-2-(3-indolyl)ethyl)-(L)-phenylalanyl]aminoethyl}thiazole), [OH-].[Na+] (sodium hydroxide). The solvent is CO (methanol). Run at time 2 hour. Product: C(=O)(O)C=1N=CSC1CCNC([C@@H](N[C@@H](CC1=CNC2=CC=CC=C12)C(=O)O)CC1=CC=CC=C1)=O (4-carboxy-5-{2-[N-((1S)-1-carboxy-2-(3-indolyl)ethyl)-(L)-phenylalanyl]aminoethyl}thiazole). RXN SMILES: C([O:3][C:4]([C:6]1[N:7]=[CH:8][S:9][C:10]=1[CH2:11][CH2:12][NH:13][C:14](=[O:38])[C@H:15]([CH2:31][C:32]1[CH:37]=[CH:36][CH:35]=[CH:34][CH:33]=1)[NH:16][C@H:17]([C:28]([OH:30])=[O:29])[CH2:18][C:19]1[C:27]2[C:22](=[CH:23][CH:24]=[CH:25][CH:26]=2)[NH:21][CH:20]=1)=[O:5])C.[OH-].[Na+]>CO>[C:4]([C:6]1[N:7]=[CH:8][S:9][C:10]=1[CH2:11][CH2:12][NH:13][C:14](=[O:38])[C@H:15]([CH2:31][C:32]1[CH:33]=[CH:34][CH:35]=[CH:36][CH:37]=1)[NH:16][C@H:17]([C:28]([OH:30])=[O:29])[CH2:18][C:19]1[C:27]2[C:22](=[CH:23][CH:24]=[CH:25][CH:26]=2)[NH:21][CH:20]=1)([OH:5])=[O:3] |f:1.2|. Procedure details: A mixture comprising 535 mg of the product prepared in Example 11, 4-ethoxycarbonyl-5-{2-[N-((1S)-1-carboxy-2-(3-indolyl)ethyl)-(L)-phenylalanyl]aminoethyl}thiazole, 1.5 ml of 2N sodium hydroxide solution and 2 ml of methanol was stirred for 2 hours under ice-cooling. After the solvent was removed by evaporation, 1.5 ml of 2N hydrochloric acid solution was added to the residue. The obtained solid was collected by filtration and washed successively with water and then ether to give 285 mg of 4-ca...